The task is: describe an organic reaction: reactants, conditions, products, and yield. This data is from the Open Reaction Database (ORD), a public repository of structured organic reaction records. Reactants: ice water, CCN=C=NCCCN(C)C (EDCI), C1(CCCC1)N1C2=C(N(C(C(C1)(F)F)=O)C)C=NC(=N2)NC2=C(C=C(C(=O)O)C=C2)OC (4-(9-cyclopentyl-7,7-difluoro-5-methyl-6-oxo-6,7,8,9-tetrahydro-5H-pyrimido[4,5-b][1,4]diazepin-2-ylamino)-3-methoxybenzoic acid), CN1CCC(CC1)N (N-methyl-4-aminopiperidine), C=1C=CC2=C(C1)N=NN2O (HOBt), C(C)(C)N(CC)C(C)C (diisopropylethylamine). Solvent: C(C)(=O)OCC (ethyl acetate), CN(C)C=O (DMF). Conditions: time 8 hour. The product is C1(CCCC1)N1C2=C(N(C(C(C1)(F)F)=O)C)C=NC(=N2)NC2=C(C=C(C(=O)NC1CCN(CC1)C)C=C2)OC (4-(9-Cyclopentyl-7,7-difluoro-5-methyl-6-oxo-6,7,8,9-tetrahydro-5H-pyrimido[4,5-b][1,4]diazepin-2-ylamino)-3-methoxy-N-(1-methylpiperidin-4-yl)benzamide). Isolated yield 40.0%. Reaction SMILES: [CH:1]1([N:6]2[CH2:12][C:11]([F:14])([F:13])[C:10](=[O:15])[N:9]([CH3:16])[C:8]3[CH:17]=[N:18][C:19]([NH:21][C:22]4[CH:30]=[CH:29][C:25]([C:26](O)=[O:27])=[CH:24][C:23]=4[O:31][CH3:32])=[N:20][C:7]2=3)[CH2:5][CH2:4][CH2:3][CH2:2]1.[CH3:33][N:34]1[CH2:39][CH2:38][CH:37]([NH2:40])[CH2:36][CH2:35]1.C1C=CC2N(O)N=NC=2C=1.C(N(C(C)C)CC)(C)C.CCN=C=NCCCN(C)C>CN(C=O)C.C(OCC)(=O)C>[CH:1]1([N:6]2[CH2:12][C:11]([F:14])([F:13])[C:10](=[O:15])[N:9]([CH3:16])[C:8]3[CH:17]=[N:18][C:19]([NH:21][C:22]4[CH:30]=[CH:29][C:25]([C:26]([NH:40][CH:37]5[CH2:38][CH2:39][N:34]([CH3:33])[CH2:35][CH2:36]5)=[O:27])=[CH:24][C:23]=4[O:31][CH3:32])=[N:20][C:7]2=3)[CH2:5][CH2:4][CH2:3][CH2:2]1. Reported procedure: A mixture of 4-(9-cyclopentyl-7,7-difluoro-5-methyl-6-oxo-6,7,8,9-tetrahydro-5H-pyrimido[4,5-b][1,4]diazepin-2-ylamino)-3-methoxybenzoic acid (96.5 g, 0.216 mol), N-methyl-4-aminopiperidine (29.3 g, 0.259 mol), HOBt (35 g, 0.259 mol), diisopropylethylamine (45 mL, 0.259 mol)in anhydrous DMF (2.6 L) was cooled in ice bath under nitrogen. EDCI (49.8 g, 0.259 mol) was added and the resulting mixture was allowed to warm to room temperature and stirred overnight. The mixture was poured into ice water... Reactants: ICCCCCCCCI (1,8-Diiodooctane), N1=CC=CC2=CC=CC=C12 (quinoline). Reaction conditions: temperature 65 celsius. The product is [I-].[I-].C(CCCCCCC[N+]1=CC=CC2=CC=CC=C12)[N+]1=CC=CC2=CC=CC=C12 (N,N′-Octane-1,8-diyl-bis-quinolinium Diiodide). The yield is 89.0%. Reaction SMILES: [I:1][CH2:2][CH2:3][CH2:4][CH2:5][CH2:6][CH2:7][CH2:8][CH2:9]I.[N:11]1[C:20]2[C:15](=[CH:16][CH:17]=[CH:18][CH:19]=2)[CH:14]=[CH:13][CH:12]=1>>[I-:1].[I-:1].[CH2:2]([N+:11]1[C:20]2[C:15](=[CH:16][CH:17]=[CH:18][CH:19]=2)[CH:14]=[CH:13][CH:12]=1)[CH2:3][CH2:4][CH2:5][CH2:6][CH2:7][CH2:8][CH2:9][N+:11]1[C:20]2[C:15](=[CH:16][CH:17]=[CH:18][CH:19]=2)[CH:14]=[CH:13][CH:12]=1 |f:2.3.4|. Procedure details: 1,8-Diiodooctane (mmol) was added to a solution (30 mL) of dry quinoline, and the solution heated for 24 hours at 65° C. The resulting precipitate was filtered, and the product washed five times with dry diethyl ether. The resulting yellow solid was isolated in an 89% yield. 1H NMR (300 MHz, DMSO-D6) δ 9.53 (1H, d, C2-H), 9.29 (1H, d, C3-H), 8.61 (1H, d, C8-H), 8.50 (1H, d, C4-H), 8.29 (1H, t, C7-H), 8.18 (1H, t, C5-H), 8.07 (1H, d, C6-H), 5.09 (2H, t, C′1-CH2), 1.96 (2H, m, C′2-CH2), 1.25 (4H, ... Starting materials: C(C(=C)C)(=O)[O-].[Cl-] (chloride methacrylate), ( 31 ), OC[C-]1C=CC=C1.[CH-]1C=CC=C1.[Fe+2] (hydroxymethylferrocene), ( 30 ). Run in C(Cl)Cl (methylene chloride), C(Cl)Cl (methylene chloride). The product is C(C(=C)C)(=O)OC[C-]1C=CC=C1.[CH-]1C=CC=C1.[Fe+2] (ferrocenylmethyl methacrylate). The yield is 73.4%. RXN SMILES: [OH:1][CH2:2][C-:3]1[CH:7]=[CH:6][CH:5]=[CH:4]1.[CH-:8]1[CH:12]=[CH:11][CH:10]=[CH:9]1.[Fe+2:13].[C:14]([O-])(=[O:18])[C:15]([CH3:17])=[CH2:16].[Cl-]>C(Cl)Cl>[C:14]([O:1][CH2:2][C-:3]1[CH:7]=[CH:6][CH:5]=[CH:4]1)(=[O:18])[C:15]([CH3:17])=[CH2:16].[CH-:8]1[CH:12]=[CH:11][CH:10]=[CH:9]1.[Fe+2:13] |f:0.1.2,3.4,6.7.8|. Procedure details: To 1.00 g (4.63 mmol) of hydroxymethylferrocene of formula (30) below dissolved in 20 ml of methylene chloride was added dropwise 0.73 g (7.00 mmol) of chloride methacrylate in 5 ml of methylene chloride. The reaction solution was washed with an aqueous solution of NaCl, dilute hydrochloric acid and an aqueous solution of dilute sodium hydroxide and dried over sodium sulfate, followed by distillation of the solvent thereby obtaining 0.97 g (3.4 mmol) of ferrocenylmethyl methacrylate of formula (... The reactants are CCN, C1CCOC1, N#CN=C(Oc1ccccc1)N1CCC(n2c(=O)[nH]c3ccccc32)CC1. Yields the product CCN=C(NC#N)N1CCC(n2c(=O)[nH]c3ccccc32)CC1. RXN SMILES: [CH3:28][CH2:29][NH2:30].[O:31]1[CH2:32][CH2:33][CH2:34][CH2:35]1.[c:1]1([O:2][C:8](=[N:9][C:10]#[N:11])[N:12]2[CH2:13][CH2:14][CH:15]([n:18]3[c:19](=[O:27])[nH:20][c:21]4[c:22]3[cH:23][cH:24][cH:25][cH:26]4)[CH2:16][CH2:17]2)[cH:3][cH:4][cH:5][cH:6][cH:7]1>>[C:8]([NH:9][C:10]#[N:11])([N:12]1[CH2:13][CH2:14][CH:15]([n:18]2[c:19](=[O:27])[nH:20][c:21]3[c:22]2[cH:23][cH:24][cH:25][cH:26]3)[CH2:16][CH2:17]1)=[N:30][CH2:29][CH3:28]. Starting materials: CN1C(=CC2=CC=CC=C12)C=1C=C(C=NC1)C=1C=C2CCCNC2=NC1 (6-[5-(1-methyl-1H-indol-2-yl)-pyridin-3-yl]-1,2,3,4-tetrahydro-[1,8]naphthyridine), C(C1=CC=CC=C1)(=O)N=C=O (benzoyl isocyanate), C(=O)([O-])[O-].[K+].[K+] (K2CO3). Solvent: C(Cl)Cl (DCM). Product: CN1C(=CC2=CC=CC=C12)C=1C=C(C=NC1)C=1C=C2CCCN(C2=NC1)C(=O)N (6-[5-(1-Methyl-1H-indol-2-yl)-pyridin-3-yl]-3,4-dihydro-2H-[1,8]naphthyridine-1-carboxylic acid amide). Yield: 60.3%. RXN SMILES: [CH3:1][N:2]1[C:10]2[C:5](=[CH:6][CH:7]=[CH:8][CH:9]=2)[CH:4]=[C:3]1[C:11]1[CH:12]=[C:13]([C:17]2[CH:18]=[C:19]3[C:24](=[N:25][CH:26]=2)[NH:23][CH2:22][CH2:21][CH2:20]3)[CH:14]=[N:15][CH:16]=1.[C:27]([N:35]=C=O)(=[O:34])C1C=CC=CC=1.C([O-])([O-])=O.[K+].[K+]>C(Cl)Cl>[CH3:1][N:2]1[C:10]2[C:5](=[CH:6][CH:7]=[CH:8][CH:9]=2)[CH:4]=[C:3]1[C:11]1[CH:12]=[C:13]([C:17]2[CH:18]=[C:19]3[C:24](=[N:25][CH:26]=2)[N:23]([C:27]([NH2:35])=[O:34])[CH2:22][CH2:21][CH2:20]3)[CH:14]=[N:15][CH:16]=1 |f:2.3.4|. Procedure: To a solution of 6-[5-(1-methyl-1H-indol-2-yl)-pyridin-3-yl]-1,2,3,4-tetrahydro-[1,8]naphthyridine (110 mg; 0.32 mmol) in anhydrous DCM (5.0 mL) is added benzoyl isocyanate (71 mg; 0.48 mmol). The mixture is heated to reflux for 3 hrs. The solvent is removed and the residue is dissolved in EtOH (5.0 ml). K2CO3 (76 mg; 0.55 mmol) is added and the mixture is heated to reflux for 1 hr. Then the solvent is removed and the residue is purified by preparative HPLC to give 74 mg of the titled product. The reactants are CCCCOc1ncc(C(C)=O)cc1-c1nc2c(CC)n(C3CCNCC3)nc2c(=O)[nH]1, CC(=O)O[BH-](OC(C)=O)OC(C)=O, C=O, ClCCl, [Na+]. Yields the product CCCCOc1ncc(C(C)=O)cc1-c1nc2c(CC)n(C3CCN(C)CC3)nc2c(=O)[nH]1. RXN SMILES: [C:1]([CH3:2])(=[O:3])[c:4]1[cH:5][c:6](-[c:15]2[nH:16][c:17](=[O:32])[c:18]3[c:19]([n:20]2)[c:21]([CH2:30][CH3:31])[n:22]([CH:24]2[CH2:25][CH2:26][NH:27][CH2:28][CH2:29]2)[n:23]3)[c:7]([O:10][CH2:11][CH2:12][CH2:13][CH3:14])[n:8][cH:9]1.[C:35]([O:36][BH-:37]([O:38][C:39](=[O:40])[CH3:41])[O:42][C:43](=[O:44])[CH3:45])(=[O:46])[CH3:47].[CH2:33]=[O:34].[Cl:49][CH2:50][Cl:51].[Na+:48]>>[C:1]([CH3:2])(=[O:3])[c:4]1[cH:5][c:6](-[c:15]2[nH:16][c:17](=[O:32])[c:18]3[c:19]([n:20]2)[c:21]([CH2:30][CH3:31])[n:22]([CH:24]2[CH2:25][CH2:26][N:27]([CH3:35])[CH2:28][CH2:29]2)[n:23]3)[c:7]([O:10][CH2:11][CH2:12][CH2:13][CH3:14])[n:8][cH:9]1. Reaction SMILES: [Al+3:39].[C:1]([CH3:2])(=[O:3])[N:4]1[CH:5]2[CH2:6][CH:7]([c:12]3[n:13][s:14][c:15]([NH:17][c:18]4[c:19]([O:30][c:31]5[c:32]([CH3:37])[n:33][cH:34][cH:35][cH:36]5)[cH:20][c:21]([S:24][CH2:25][C:26](=[O:27])[O:28][CH3:29])[cH:22][n:23]4)[n:16]3)[CH2:8][CH:9]1[CH2:10][CH2:11]2.[CH2:44]1[O:45][CH2:46][CH2:47][CH2:48]1.[H-:38].[H-:41].[H-:42].[H-:43].[Li+:40]>>[C:1]([CH3:2])(=[O:3])[N:4]1[CH:5]2[CH2:6][CH:7]([c:12]3[n:13][s:14][c:15]([NH:17][c:18]4[c:19]([O:30][c:31]5[c:32]([CH3:37])[n:33][cH:34][cH:35][cH:36]5)[cH:20][c:21]([S:24][CH2:25][CH2:26][OH:27])[cH:22][n:23]4)[n:16]3)[CH2:8][CH:9]1[CH2:10][CH2:11]2. Product: CC(=O)N1C2CCC1CC(c1nsc(Nc3ncc(SCCO)cc3Oc3cccnc3C)n1)C2. Reactants: [Al+3], COC(=O)CSc1cnc(Nc2nc(C3CC4CCC(C3)N4C(C)=O)ns2)c(Oc2cccnc2C)c1, C1CCOC1, [H-], [H-], [H-], [H-], [Li+]. The reactants are carboxylic acid sodium, OC1=CC=C(C=O)C=C1 (p-hydroxybenzaldehyde), C(C)(=O)O (acetic acid), recovered, [N+](=O)([O-])C1=CC=C(C=C1)CC(=O)O (p-Nitrophenylacetic acid), glass, [OH-].[Na+] (sodium hydroxide). Run in O (water), O (water), C(C)O (ethanol). Reaction conditions: temperature 60 celsius, time 16 hour. Yields the product [N+](=O)([O-])C1=CC=C(C=C1)C(C(=O)O)=CC1=CC=C(C=C1)OC(C)=O (α-p-Nitrophenyl-p-acetoxycinnamic Acid). Reaction SMILES: [N+:1]([C:4]1[CH:9]=[CH:8][C:7]([CH2:10][C:11]([OH:13])=[O:12])=[CH:6][CH:5]=1)([O-:3])=[O:2].[OH-].[Na+].[OH:16][C:17]1[CH:24]=[CH:23][C:20]([CH:21]=O)=[CH:19][CH:18]=1.[C:25](O)(=[O:27])[CH3:26]>O.C(O)C>[N+:1]([C:4]1[CH:5]=[CH:6][C:7]([C:10](=[CH:21][C:20]2[CH:23]=[CH:24][C:17]([O:16][C:25](=[O:27])[CH3:26])=[CH:18][CH:19]=2)[C:11]([OH:13])=[O:12])=[CH:8][CH:9]=1)([O-:3])=[O:2] |f:1.2|. Procedure: p-Nitrophenylacetic acid (0.60 moles, 108.69 grams) is added to a one liter glass beaker containing stirred aqueous sodium hydroxide solution (24.0 grams, 0.06 mole diluted with deionized water to a total volume of 600 mL) followed by heating to 60° C. The resultant solution is rotary evaporated under vacuum until final conditions of 100° C. and one nm Hg are achieved and maintained for 30 minutes. A portion (99.08 g, 0.4877 mole) of the recovered dry, white carboxylic acid sodium salt, p-hydrox...